This data is from the Open Reaction Database (ORD), a public repository of structured organic reaction records. The task is: describe an organic reaction: reactants, conditions, products, and yield As a reaction SMILES: [C:4]([O:5][CH3:6])(=[O:7])[CH3:8].[CH3:1][O-:2].[CH3:30][S:31]([CH3:32])=[O:33].[CH3:34][CH2:35][O:36][C:37](=[O:38])[CH3:39].[CH3:9][O:10][C:11]([CH:12]=[C:13]1[CH:14]([c:21]2[cH:22][c:23]([O:27][CH3:28])[cH:24][cH:25][cH:26]2)[CH2:15][C:16]([CH3:19])([CH3:20])[CH2:17][CH2:18]1)=[O:29].[Na+:3]>>[CH3:9][O:10][C:11]([CH2:12][C:13]1=[C:14]([c:21]2[cH:22][c:23]([O:27][CH3:28])[cH:24][cH:25][cH:26]2)[CH2:15][C:16]([CH3:19])([CH3:20])[CH2:17][CH2:18]1)=[O:29]. Reactants: COC(C)=O, C[O-], CS(C)=O, CCOC(C)=O, COC(=O)C=C1CCC(C)(C)CC1c1cccc(OC)c1, [Na+]. Yields the product COC(=O)CC1=C(c2cccc(OC)c2)CC(C)(C)CC1. Reactants: NC1=C(C(=C(C(=O)OC)C=C1SCC1=CC=C(C=C1)OC)NC1=C(C=CC=C1)F)F (methyl 4-amino-3-fluoro-2-((2-fluorophenyl)amino)-5-((4-methoxybenzyl)thio)benzoate), C(=O)(C(F)(F)F)O (CF3COOH). Run in C1(=CC=CC=C1)OC (anisole). Run at time 23 hour. Product: NC1=C(C(=C(C(=O)OC)C=C1S)NC1=C(C=CC=C1)F)F (methyl 4-amino-3-fluoro-2-((2-fluorophenyl)amino)-5-mercaptobenzoate). Isolated yield 75.0%. As a reaction SMILES: [NH2:1][C:2]1[C:11]([S:12]CC2C=CC(OC)=CC=2)=[CH:10][C:5]([C:6]([O:8][CH3:9])=[O:7])=[C:4]([NH:22][C:23]2[CH:28]=[CH:27][CH:26]=[CH:25][C:24]=2[F:29])[C:3]=1[F:30].C(O)(C(F)(F)F)=O>C1(OC)C=CC=CC=1>[NH2:1][C:2]1[C:11]([SH:12])=[CH:10][C:5]([C:6]([O:8][CH3:9])=[O:7])=[C:4]([NH:22][C:23]2[CH:28]=[CH:27][CH:26]=[CH:25][C:24]=2[F:29])[C:3]=1[F:30]. Procedure: To a solution of methyl 4-amino-3-fluoro-2-((2-fluorophenyl)amino)-5-((4-methoxybenzyl)thio)benzoate (9.79 g, 22.7 mmol) in anisole (12 mL) was added CF3COOH (20 mL). After stirring at ambient temperature for 23 h, the solvent was removed in vacuo. To the residue was added water (30 mL). The mixture was neutralized with 25% aqueous ammonia and extracted with ethyl acetate (100 mL×3). The combined organic layer was washed with water (100 mL×3) and brine (100 mL) sequentially, dried over Na2SO4, f...